The task is: describe an organic reaction: reactants, conditions, products, and yield. This data is from the Open Reaction Database (ORD), a public repository of structured organic reaction records. Starting materials: C(CCC)[Li] (n-Butyllithium), C(C)#N (acetonitrile), [NH4+].[Cl-] (NH4Cl), C(C)(C)(C)OC(=O)N1CCN(CC1)C1=NC(=CC=C1)C1=NN(C2=CN=C(C=C21)Br)C2OCCCC2 (4-{6-[5-bromo-1-(tetrahydro-pyran-2-yl)-1H-pyrazolo[3,4-c]pyridin-3-yl]-pyridin-2-yl}-piperazine-1-carboxylic acid tert-butyl ester). Run in CCCCCC (hexane), O1CCCC1 (tetrahydrofuran). Conditions: time 30 minute. Yields the product C(#N)CC=1C=C2C(=CN1)N(N=C2C2=CC=CC(=N2)N2CCN(CC2)C(=O)OC(C)(C)C)C2OCCCC2 (tert-Butyl 4-(6-(5-(cyanomethyl)-1-(tetrahydro-2H-pyran-2-yl)-1H-pyrazolo[3,4-c]pyridin-3-yl)pyridin-2-yl)piperazine-1-carboxylate). The yield is 17.5%. Reaction SMILES: C([Li])CCC.[C:6](#[N:8])[CH3:7].[C:9]([O:13][C:14]([N:16]1[CH2:21][CH2:20][N:19]([C:22]2[CH:27]=[CH:26][CH:25]=[C:24]([C:28]3[C:36]4[C:31](=[CH:32][N:33]=[C:34](Br)[CH:35]=4)[N:30]([CH:38]4[CH2:43][CH2:42][CH2:41][CH2:40][O:39]4)[N:29]=3)[N:23]=2)[CH2:18][CH2:17]1)=[O:15])([CH3:12])([CH3:11])[CH3:10].[NH4+].[Cl-]>CCCCCC.O1CCCC1>[C:6]([CH2:7][C:34]1[CH:35]=[C:36]2[C:28]([C:24]3[N:23]=[C:22]([N:19]4[CH2:20][CH2:21][N:16]([C:14]([O:13][C:9]([CH3:12])([CH3:10])[CH3:11])=[O:15])[CH2:17][CH2:18]4)[CH:27]=[CH:26][CH:25]=3)=[N:29][N:30]([CH:38]3[CH2:43][CH2:42][CH2:41][CH2:40][O:39]3)[C:31]2=[CH:32][N:33]=1)#[N:8] |f:3.4|. Procedure: A solution of 0.940 mL of 1.6 M of n-Butyllithium in hexane was added dropwise to a solution of 0.102 mL, (1.95 mmol) of acetonitrile in tetrahydrofuran at −78° C. The mixture was stirred for 30 min and a solution of 272 mg (0.500 mmol) of 4-{6-[5-bromo-1-(tetrahydro-pyran-2-yl)-1H-pyrazolo[3,4-c]pyridin-3-yl]-pyridin-2-yl}-piperazine-1-carboxylic acid tert-butyl ester was added. The brown mixture was stirred for 30 min at −50° C. and 2 ml of saturated aqueous NH4Cl was added. The mixture was al...